This data is from the Open Reaction Database (ORD), a public repository of structured organic reaction records. The task is: describe an organic reaction: reactants, conditions, products, and yield The reactants are BrC=1C(=NC(=NC1)Cl)Cl (5-Bromo-2,4-dichloropyrimidine), NC1(CCCC1)CNC(OC(C)(C)C)=O (tert-butyl N-[(1-aminocyclopentyl)methyl]carbamate), BrC=1C(=NC(=NC1)Cl)NCCNC(OC(C)(C)C)=O (tert-butyl N-[2-[(5-bromo-2-chloro-pyrimidin-4-yl)amino]ethyl]carbamate). Yields the product BrC=1C(=NC(=NC1)Cl)NC1(CCCC1)CNC(OC(C)(C)C)=O (tert-butyl N-[[1-[(5-bromo-2-chloro-pyrimidin-4-yl)amino]cyclopentyl]methyl]carbamate). As a reaction SMILES: [Br:1][C:2]1[C:3](Cl)=[N:4][C:5]([Cl:8])=[N:6][CH:7]=1.[NH2:10][C:11]1([CH2:16][NH:17][C:18](=[O:24])[O:19][C:20]([CH3:23])([CH3:22])[CH3:21])[CH2:15][CH2:14][CH2:13][CH2:12]1.BrC1C(NCCNC(=O)OC(C)(C)C)=NC(Cl)=NC=1>>[Br:1][C:2]1[C:3]([NH:10][C:11]2([CH2:16][NH:17][C:18](=[O:24])[O:19][C:20]([CH3:22])([CH3:21])[CH3:23])[CH2:12][CH2:13][CH2:14][CH2:15]2)=[N:4][C:5]([Cl:8])=[N:6][CH:7]=1. Procedure details: tert-butyl N-[[1-[(5-bromo-2-chloro-pyrimidin-4-yl)amino]cyclopentyl]methyl]carbamate is synthesized by treating 5-Bromo-2,4-dichloropyrimidine with tert-butyl N-[(1-aminocyclopentyl)methyl]carbamate using similar experimental conditions as described for the synthesis of tert-butyl N-[2-[(5-bromo-2-chloro-pyrimidin-4-yl)amino]ethyl]carbamate. LCMS (ESI) 405 (M+H)